From a dataset of the Open Reaction Database (ORD), a public repository of structured organic reaction records. describe an organic reaction: reactants, conditions, products, and yield Reactants: Cl.NCCC(=O)OCC (ethyl 3-aminopropanoate hydrochloride), C(C1=CC=CC=C1)Br (benzylbromide), C(=O)([O-])[O-].[K+].[K+] (K2CO3). Run in C(C)#N (acetonitrile). Yields the product C(C1=CC=CC=C1)N(CCC(=O)OCC)CC1=CC=CC=C1 (Ethyl 3-(dibenzylamino)propanoate). The yield is 97.0%. As a reaction SMILES: Cl.[NH2:2][CH2:3][CH2:4][C:5]([O:7][CH2:8][CH3:9])=[O:6].[CH2:10](Br)[C:11]1[CH:16]=[CH:15][CH:14]=[CH:13][CH:12]=1.C([O-])([O-])=O.[K+].[K+]>C(#N)C>[CH2:10]([N:2]([CH2:10][C:11]1[CH:16]=[CH:15][CH:14]=[CH:13][CH:12]=1)[CH2:3][CH2:4][C:5]([O:7][CH2:8][CH3:9])=[O:6])[C:11]1[CH:16]=[CH:15][CH:14]=[CH:13][CH:12]=1 |f:0.1,3.4.5|. Procedure details: Heat a solution of ethyl 3-aminopropanoate hydrochloride (80.0 g, 0.52 mol), benzylbromide (186.7 g, 1.1 mol) and K2CO3 (179.4 g, 1.3 mol) in acetonitrile (1 L) at 40° C. overnight. Concentrate the mixture to dryness, treat with water, extract with EtOAc (3×), wash the combined organics with brine, dry over Na2SO4, concentrate to dryness and purify via silica gel chromatography chromatography (Pet Ether/EtOAc, 50:1) to afford the title compound (150 g, 97% yield). 1H NMR (400 MHz, CDCl3): δ 7.35... Starting materials: C1CCOC1, [OH-], [OH-], [Pd+2], O=C(Nc1ccc(Oc2ccnc(N(C(=O)Oc3ccccc3)C(=O)Oc3ccccc3)c2)c(F)c1)OCc1ccccc1. The product is Nc1ccc(Oc2ccnc(N(C(=O)Oc3ccccc3)C(=O)Oc3ccccc3)c2)c(F)c1. RXN SMILES: [O:45]1[CH2:46][CH2:47][CH2:48][CH2:49]1.[OH-:50].[OH-:52].[Pd+2:51].[c:1]1([O:7][C:8]([N:9]([C:10](=[O:11])[O:12][c:13]2[cH:14][cH:15][cH:16][cH:17][cH:18]2)[c:19]2[n:20][cH:21][cH:22][c:23]([O:25][c:26]3[c:27]([F:43])[cH:28][c:29]([NH:32][C:33]([O:34][CH2:35][c:36]4[cH:37][cH:38][cH:39][cH:40][cH:41]4)=[O:42])[cH:30][cH:31]3)[cH:24]2)=[O:44])[cH:2][cH:3][cH:4][cH:5][cH:6]1>>[c:1]1([O:7][C:8]([N:9]([C:10](=[O:11])[O:12][c:13]2[cH:14][cH:15][cH:16][cH:17][cH:18]2)[c:19]2[n:20][cH:21][cH:22][c:23]([O:25][c:26]3[c:27]([F:43])[cH:28][c:29]([NH2:32])[cH:30][cH:31]3)[cH:24]2)=[O:44])[cH:2][cH:3][cH:4][cH:5][cH:6]1.